The task is: describe an organic reaction: reactants, conditions, products, and yield. This data is from the Open Reaction Database (ORD), a public repository of structured organic reaction records. Reactants: C(C)(C)(C)OC(=O)CON=C(C(=O)N)C=C(C(C)[N+](=O)[O-])CC (2-t-Butoxycarbonylmethoxyimino-4-ethyl-5-nitro-3-hexenamide), FC(C(=O)O)(F)F (trifluoroacetic acid). The product is C(=O)(O)CON=C(C(=O)N)C=C(C(C)[N+](=O)[O-])CC (2-carboxymethoxyimino-4-ethyl-5-nitro-3-hexenamide). Yield: 48.2%. RXN SMILES: C([O:5][C:6]([CH2:8][O:9][N:10]=[C:11]([CH:15]=[C:16]([CH2:22][CH3:23])[CH:17]([N+:19]([O-:21])=[O:20])[CH3:18])[C:12]([NH2:14])=[O:13])=[O:7])(C)(C)C.FC(F)(F)C(O)=O>>[C:6]([CH2:8][O:9][N:10]=[C:11]([CH:15]=[C:16]([CH2:22][CH3:23])[CH:17]([N+:19]([O-:21])=[O:20])[CH3:18])[C:12]([NH2:14])=[O:13])([OH:7])=[O:5]. Reported procedure: 2-t-Butoxycarbonylmethoxyimino-4-ethyl-5-nitro-3-hexenamide (80 mg) was treated with trifluoroacetic acid (1 ml) at ambient temperature for 2 hours. Excess trifluoroacetic acid was distilled off under reduced pressure to give a residue which was purified by preparative thin layer chromatography, eluting with a mixture of benzene, dioxane and acetic acid (14:5:1) to give 2-carboxymethoxyimino-4-ethyl-5-nitro-3-hexenamide (32 mg). The reactants are N1(CCCCCC1)C=1C=CC=2N(N1)C(=NN2)CP(OCC)(OCC)=O (diethyl [(6-azepan-1-yl-1,2,4-triazolo[4,3-b]pyridazin-3-yl)methyl]phosphonate), CC(C)([O-])C.[K+] (potassium tert-butoxide), O (water), BrC1=C(C=O)C=CC=C1 (2-bromobenzaldehyde). Solvent: C1CCOC1 (THF). Reaction conditions: time 40 minute. Yields the product N1(CCCCCC1)C=1C=CC=2N(N1)C(=NN2)\C=C\C2=C(C=CC=C2)Br (6-azepan-1-yl-3-[(E)-2-(2-bromophenyl)vinyl]-1,2,4-triazolo[4,3-b]pyridazine). Reaction SMILES: [N:1]1([C:8]2[CH:9]=[CH:10][C:11]3[N:12]([C:14]([CH2:17]P(=O)(OCC)OCC)=[N:15][N:16]=3)[N:13]=2)[CH2:7][CH2:6][CH2:5][CH2:4][CH2:3][CH2:2]1.CC(C)([O-])C.[K+].[Br:32][C:33]1[CH:40]=[CH:39][CH:38]=[CH:37][C:34]=1[CH:35]=O.O>C1COCC1>[N:1]1([C:8]2[CH:9]=[CH:10][C:11]3[N:12]([C:14](/[CH:17]=[CH:35]/[C:34]4[CH:37]=[CH:38][CH:39]=[CH:40][C:33]=4[Br:32])=[N:15][N:16]=3)[N:13]=2)[CH2:2][CH2:3][CH2:4][CH2:5][CH2:6][CH2:7]1 |f:1.2|. Reported procedure: To a solution of diethyl [(6-azepan-1-yl-1,2,4-triazolo[4,3-b]pyridazin-3-yl)methyl]phosphonate (367 mg) in THF (10 ml), potassium tert-butoxide (127 mg) was added with cooling in an ice bath, and the mixture was stirred at room temperature for 40 minutes. The resultant red solution was combined with 2-bromobenzaldehyde (0.128 ml), and stirred at room temperature for further 1 hour. The reaction solution was combined with water, and extracted with ethyl acetate. The extract was washed with water... Reactants: FC(F)(F)c1ccc2nc(Cl)sc2c1, Nc1ncc(-c2cnn(C3CCNCC3)c2)cc1-c1nc2ccc(F)cc2s1. The product is Nc1ncc(-c2cnn(C3CCNCC3)c2)cc1-c1nc2ccc(C(F)(F)F)cc2s1. Reaction SMILES: [Cl:29][c:30]1[s:31][c:32]2[cH:33][c:34]([C:39]([F:40])([F:41])[F:42])[cH:35][cH:36][c:37]2[n:38]1.[F:1][c:2]1[cH:3][c:4]2[c:5]([n:6][c:7](-[c:9]3[c:10]([NH2:26])[n:11][cH:12][c:13](-[c:15]4[cH:16][n:17][n:18]([CH:20]5[CH2:21][CH2:22][NH:23][CH2:24][CH2:25]5)[cH:19]4)[cH:14]3)[s:8]2)[cH:27][cH:28]1>>[c:2]1([C:39]([F:40])([F:41])[F:42])[cH:3][c:4]2[c:5]([n:6][c:7](-[c:9]3[c:10]([NH2:26])[n:11][cH:12][c:13](-[c:15]4[cH:16][n:17][n:18]([CH:20]5[CH2:21][CH2:22][NH:23][CH2:24][CH2:25]5)[cH:19]4)[cH:14]3)[s:8]2)[cH:27][cH:28]1. The reactants are [OH-].[Na+] (sodium hydroxide), aqueous solution, O (water), O (water), [H-].[Al+3].[Li+].[H-].[H-].[H-] (lithium aluminum hydride), resultant mixture, ON=CC1=CC=C(CCN2CCC(CC2)N2CCC3=CC=CC=C23)C=C1 (1-[1-(4-Hydroxyiminomethylphenethyl)piperidin-4-yl]indoline). The solvent is O1CCCC1 (tetrahydrofuran). The product is NCC1=CC=C(CCN2CCC(CC2)N2CCC3=CC=CC=C23)C=C1 (1-[1-(4-aminomethylphenethyl)piperidin-4-yl]indoline). Yield: 56.2%. RXN SMILES: O[N:2]=[CH:3][C:4]1[CH:26]=[CH:25][C:7]([CH2:8][CH2:9][N:10]2[CH2:15][CH2:14][CH:13]([N:16]3[C:24]4[C:19](=[CH:20][CH:21]=[CH:22][CH:23]=4)[CH2:18][CH2:17]3)[CH2:12][CH2:11]2)=[CH:6][CH:5]=1.[H-].[Al+3].[Li+].[H-].[H-].[H-].O.[OH-].[Na+]>O1CCCC1>[NH2:2][CH2:3][C:4]1[CH:5]=[CH:6][C:7]([CH2:8][CH2:9][N:10]2[CH2:15][CH2:14][CH:13]([N:16]3[C:24]4[C:19](=[CH:20][CH:21]=[CH:22][CH:23]=4)[CH2:18][CH2:17]3)[CH2:12][CH2:11]2)=[CH:25][CH:26]=1 |f:1.2.3.4.5.6,8.9|. Procedure details: 1-[1-(4-Hydroxyiminomethylphenethyl)piperidin-4-yl]indoline (2.71 g) was dissolved in tetrahydrofuran (40 ml). Under ice cooling, lithium aluminum hydride (0.59 g) was added thereto and the resultant mixture was heated under reflux for 2 hr. Then the reaction mixture was ice cooled again followed by the addition of water (0.6 ml), a 5 N aqueous solution (0.6 ml) of sodium hydroxide and further water (1.8 ml) thereto. The resulting precipitate was filtered off and the filtrate was washed with eth... Reactants: ClC=1C=C(C(=NC1)C(C1=C(C=CC=C1OC)NC(C(C)(C)C)=O)O)NS(=O)(=O)C1=CC(=C(C=C1)Cl)C(F)(F)F (N-(2-{[5-chloro-3-(4-chloro-3-trifluoromethyl-benzenesulfonylamino)-pyridin-2-yl]-hydroxy-methyl}-3-methoxy-phenyl)-2,2-dimethyl-propionamide), CC(=O)OI1(C=2C=CC=CC2C(=O)O1)(OC(=O)C)OC(=O)C (Dess-Martin reagent), [O-]S(=O)(=S)[O-].[Na+].[Na+] (Na2S2O3), C(=O)(O)[O-].[Na+] (NaHCO3). The solvent is C(Cl)Cl (CH2Cl2). Conditions: time 5 hour. Product: ClC=1C=C(C(=NC1)C(=O)C1=C(C=CC=C1OC)NC(C(C)(C)C)=O)NS(=O)(=O)C1=CC(=C(C=C1)Cl)C(F)(F)F (N-{2-[5-chloro-3-(4-chloro-3-trifluoromethyl-benzenesulfonylamino)-pyridine-2-carbonyl]-3-methoxy-phenyl}-2,2-dimethyl-propionamide). RXN SMILES: [Cl:1][C:2]1[CH:3]=[C:4]([NH:25][S:26]([C:29]2[CH:34]=[CH:33][C:32]([Cl:35])=[C:31]([C:36]([F:39])([F:38])[F:37])[CH:30]=2)(=[O:28])=[O:27])[C:5]([CH:8]([OH:24])[C:9]2[C:14]([O:15][CH3:16])=[CH:13][CH:12]=[CH:11][C:10]=2[NH:17][C:18](=[O:23])[C:19]([CH3:22])([CH3:21])[CH3:20])=[N:6][CH:7]=1.CC(OI1(OC(C)=O)(OC(C)=O)OC(=O)C2C=CC=CC1=2)=O.[O-]S([O-])(=S)=O.[Na+].[Na+].C([O-])(O)=O.[Na+]>C(Cl)Cl>[Cl:1][C:2]1[CH:3]=[C:4]([NH:25][S:26]([C:29]2[CH:34]=[CH:33][C:32]([Cl:35])=[C:31]([C:36]([F:39])([F:38])[F:37])[CH:30]=2)(=[O:27])=[O:28])[C:5]([C:8]([C:9]2[C:14]([O:15][CH3:16])=[CH:13][CH:12]=[CH:11][C:10]=2[NH:17][C:18](=[O:23])[C:19]([CH3:22])([CH3:21])[CH3:20])=[O:24])=[N:6][CH:7]=1 |f:2.3.4,5.6|. Reported procedure: A mixture of N-(2-{[5-chloro-3-(4-chloro-3-trifluoromethyl-benzenesulfonylamino)-pyridin-2-yl]-hydroxy-methyl}-3-methoxy-phenyl)-2,2-dimethyl-propionamide (0.17 g, 0.33 mmol) and Dess-Martin reagent (0.185 g, 0.44 mmol) in CH2Cl2 (10 mL) at room temperature was stirred for 5 h. A mixture of 10% aqueous Na2S2O3 (10 mL) and saturated aqueous NaHCO3 (10 mL) was then added and the biphasic mixture vigorously stirred for 30 min. The organic phase was then separated and the aqueous portion was extract...